Dataset: the Open Reaction Database (ORD), a public repository of structured organic reaction records. Task: describe an organic reaction: reactants, conditions, products, and yield The reactants are CCO, CN1CCN(c2ccc([N+](=O)[O-])nc2)CC1. The product is CN1CCN(c2ccc(N)nc2)CC1. As a reaction SMILES: [CH3:17][CH2:18][OH:19].[CH3:1][N:2]1[CH2:3][CH2:4][N:5]([c:8]2[cH:9][n:10][c:11]([N+:14]([O-:15])=[O:16])[cH:12][cH:13]2)[CH2:6][CH2:7]1>>[CH3:1][N:2]1[CH2:3][CH2:4][N:5]([c:8]2[cH:9][n:10][c:11]([NH2:14])[cH:12][cH:13]2)[CH2:6][CH2:7]1.